From a dataset of the Open Reaction Database (ORD), a public repository of structured organic reaction records. describe an organic reaction: reactants, conditions, products, and yield Reactants: CC(=O)C (acetone), ClC=1C=C(C=CC1)C1C(=C(NC(=C1C(NCCC(C1=CC=CC=C1)C1=CC=CC=C1)=O)C)C)C(=O)O (4-(3-chlorophenyl)-2,6-dimethyl-5-(3,3-diphenylpropylcarbamoyl)-1,4-dihydropyridine-3-carboxylic acid), [N+](=O)([O-])[O-].[NH4+].[Ce] (cerium ammonium nitrate). Run in O (water), O (water). Run at time 2.5 hour. Yields the product ClC=1C=C(C=CC1)C1=CC(NC(=C1C(NCCC(C1=CC=CC=C1)C1=CC=CC=C1)=O)C)(C(=O)O)C (4-(3-chlorophenyl)-5-(3,3-diphenylpropyl) carbamoyl-2,6-dimethylpyridine carboxylic acid). Reaction SMILES: C[C:2](C)=[O:3].[Cl:5][C:6]1[CH:7]=[C:8]([CH:12]2[C:17]([C:18](=[O:35])[NH:19][CH2:20][CH2:21][CH:22]([C:29]3[CH:34]=[CH:33][CH:32]=[CH:31][CH:30]=3)[C:23]3[CH:28]=[CH:27][CH:26]=[CH:25][CH:24]=3)=[C:16]([CH3:36])[NH:15][C:14]([CH3:37])=[C:13]2C(O)=O)[CH:9]=[CH:10][CH:11]=1.[N+]([O-])([O-])=[O:42].[NH4+].[Ce]>O>[Cl:5][C:6]1[CH:7]=[C:8]([C:12]2[C:17]([C:18](=[O:35])[NH:19][CH2:20][CH2:21][CH:22]([C:29]3[CH:30]=[CH:31][CH:32]=[CH:33][CH:34]=3)[C:23]3[CH:28]=[CH:27][CH:26]=[CH:25][CH:24]=3)=[C:16]([CH3:36])[NH:15][C:14]([CH3:37])([C:2]([OH:3])=[O:42])[CH:13]=2)[CH:9]=[CH:10][CH:11]=1 |f:2.3.4|. Reported procedure: 2 ml of acetone was added to 57.3 mg (0.110 mmol) of 4-(3-chlorophenyl)-2,6-dimethyl-5-(3,3-diphenylpropylcarbamoyl)-1,4-dihydropyridine-3-carboxylic acid. 178 mg (0.320 mmol) of cerium ammonium nitrate suspended in 1 ml of water was added and stirred at room temperature for 2.5 hours. After adding water and extracting with ethyl acetate, the organic layer was dried over anhydrous sodium sulfate and then concentrated under reduced pressure to obtain the title compound. Reactants: O(C1=CC=CC=C1)CCCO (3-Phenoxypropan-1-ol), [Cr](=O)(=O)([O-])Cl.[NH+]1=CC=CC=C1 (pyridinium chlorochromate). The solvent is ClCCl (dichloromethane). Reaction conditions: time 1 hour. Product: O(C1=CC=CC=C1)CCC=O (3-Phenoxypropionaldehyde), oil. Reaction SMILES: [O:1]([CH2:8][CH2:9][CH2:10][OH:11])[C:2]1[CH:7]=[CH:6][CH:5]=[CH:4][CH:3]=1.[Cr](Cl)([O-])(=O)=O.[NH+]1C=CC=CC=1>ClCCl>[O:1]([CH2:8][CH2:9][CH:10]=[O:11])[C:2]1[CH:7]=[CH:6][CH:5]=[CH:4][CH:3]=1 |f:1.2|. Procedure: 3-Phenoxypropan-1-ol (3.17 g, 20.86 mmol) was dissolved dichloromethane (25 mL) and pyridinium chlorochromate (6.76 g, 31.28 mmol) was added. The slurry was stirred at room temperature for 1 hour and then filtered through silica gel eluting with an ethyl acetate/hexanes gradient. The desired compound was isolated as a yellow oil (1.1 g). Starting materials: CC#CC(C)O, [Cl-], Clc1cc(Cl)ncn1, [H-], [NH4+], [Na+], C1CCOC1. Yields the product CC#CC(C)Oc1cc(Cl)ncn1. RXN SMILES: [CH3:3][CH:4]([C:5]#[C:6][CH3:7])[OH:8].[Cl-:17].[Cl:9][c:10]1[n:11][cH:12][n:13][c:14]([Cl:16])[cH:15]1.[H-:1].[NH4+:18].[Na+:2].[O:19]1[CH2:20][CH2:21][CH2:22][CH2:23]1>>[CH3:3][CH:4]([C:5]#[C:6][CH3:7])[O:8][c:14]1[n:13][cH:12][n:11][c:10]([Cl:9])[cH:15]1. Starting materials: CS(C)=O, Fc1cccc(F)c1CCl, [N-]=[N+]=[N-], [Na+]. Yields the product [N-]=[N+]=NCc1c(F)cccc1F. RXN SMILES: [CH3:15][S:16]([CH3:17])=[O:18].[F:1][c:2]1[c:3]([CH2:4][Cl:5])[c:6]([F:10])[cH:7][cH:8][cH:9]1.[N-:12]=[N+:13]=[N-:14].[Na+:11]>>[F:1][c:2]1[c:3]([CH2:4][N:12]=[N+:13]=[N-:14])[c:6]([F:10])[cH:7][cH:8][cH:9]1. Procedure: Using 3-amino-5-t-butylisoxazole and N-methoxy-N-methylcarbamoyl chloride, the reaction is run as in Example 1, whereby 1-methoxy-1-methyl-3-(5-t-butyl-3-isoxazolyl)urea is obtained. Yield is 94.7%. Melting point is 106.0° to 107.0° C. Yields the product CON(C(=O)NC1=NOC(=C1)C(C)(C)C)C (1-methoxy-1-methyl-3-(5-t-butyl-3-isoxazolyl)urea). Reactants: NC1=NOC(=C1)C(C)(C)C (3-amino-5-t-butylisoxazole), CON(C(=O)Cl)C (N-methoxy-N-methylcarbamoyl chloride). RXN SMILES: [NH2:1][C:2]1[CH:6]=[C:5]([C:7]([CH3:10])([CH3:9])[CH3:8])[O:4][N:3]=1.[CH3:11][O:12][N:13]([CH3:17])[C:14](Cl)=[O:15]>>[CH3:11][O:12][N:13]([CH3:17])[C:14]([NH:1][C:2]1[CH:6]=[C:5]([C:7]([CH3:10])([CH3:9])[CH3:8])[O:4][N:3]=1)=[O:15]. The yield is 94.7%. Reactants: Brc1cccc(Br)c1, [Li]CCCC, [Cl-], [NH4+], O=C1CCOCC1, C1CCOC1. The product is Brc1cccc(C2=CCOCC2)c1. As a reaction SMILES: [Br:6][c:7]1[cH:8][cH:9][cH:10][c:11]([Br:12])[cH:13]1.[CH2:1]([Li:2])[CH2:3][CH2:4][CH3:5].[Cl-:21].[NH4+:22].[O:14]1[CH2:15][CH2:16][C:17](=[O:20])[CH2:18][CH2:19]1.[O:23]1[CH2:24][CH2:25][CH2:26][CH2:27]1>>[c:7]1([C:17]2=[CH:16][CH2:15][O:14][CH2:19][CH2:18]2)[cH:8][cH:9][cH:10][c:11]([Br:12])[cH:13]1. Reactants: OCC1CCN(CC1)C1=CC=C(C=C1)[C@@H](CC(=O)C1=CC(=NC=C1)C)C1=C(C=CC=C1)C ((R)-3-[4-(4-hydroxymethyl-piperidin-1-yl)-phenyl]-1-(2-methyl-pyridin-4-yl)-3-o-tolyl-propan-1-one), Cl.NO (hydroxylamine hydrochloride), C(=O)(O)[O-].[Na+] (NaHCO3). The product is OCC1CCN(CC1)C1=CC=C(C=C1)[C@@H](C\C(=N/O)\C1=CC(=NC=C1)C)C1=C(C=CC=C1)C ((E,R)-3-[4-(4-Hydroxymethyl-piperidin-1-yl)-phenyl]-1-(2-methyl-pyridin-4-yl)-3-o-tolyl-propan-1-one oxime). As a reaction SMILES: [OH:1][CH2:2][CH:3]1[CH2:8][CH2:7][N:6]([C:9]2[CH:14]=[CH:13][C:12]([C@H:15]([C:26]3[CH:31]=[CH:30][CH:29]=[CH:28][C:27]=3[CH3:32])[CH2:16][C:17]([C:19]3[CH:24]=[CH:23][N:22]=[C:21]([CH3:25])[CH:20]=3)=O)=[CH:11][CH:10]=2)[CH2:5][CH2:4]1.Cl.[NH2:34][OH:35].C([O-])(O)=O.[Na+]>>[OH:1][CH2:2][CH:3]1[CH2:8][CH2:7][N:6]([C:9]2[CH:14]=[CH:13][C:12]([C@H:15]([C:26]3[CH:31]=[CH:30][CH:29]=[CH:28][C:27]=3[CH3:32])[CH2:16]/[C:17](/[C:19]3[CH:24]=[CH:23][N:22]=[C:21]([CH3:25])[CH:20]=3)=[N:34]\[OH:35])=[CH:11][CH:10]=2)[CH2:5][CH2:4]1 |f:1.2,3.4|. Reported procedure: In analogy to example 132, step 6, from (R)-3-[4-(4-hydroxymethyl-piperidin-1-yl)-phenyl]-1-(2-methyl-pyridin-4-yl)-3-o-tolyl-propan-1-one and hydroxylamine hydrochloride in the presence of NaHCO3 was prepared the title compound as a colorless oil, MS (ESI+): m/z=444.4 ([M+H]+).